Dataset: the Open Reaction Database (ORD), a public repository of structured organic reaction records. Task: describe an organic reaction: reactants, conditions, products, and yield The reactants are Clc1ccccc1CBr, CCCCc1nc(C)[nH]c(=O)c1Cc1ccc(-c2ccccc2C#N)cc1, CN(C)C=O, CCOC(C)=O, [H-], [Na+]. The product is CCCCc1nc(C)n(Cc2ccccc2Cl)c(=O)c1Cc1ccc(-c2ccccc2C#N)cc1. As a reaction SMILES: [Br:35][CH2:36][c:37]1[c:38]([Cl:43])[cH:39][cH:40][cH:41][cH:42]1.[CH2:1]([CH2:2][CH2:3][CH3:4])[c:5]1[n:6][c:7]([CH3:27])[nH:8][c:9](=[O:26])[c:10]1[CH2:11][c:12]1[cH:13][cH:14][c:15](-[c:18]2[c:19]([C:24]#[N:25])[cH:20][cH:21][cH:22][cH:23]2)[cH:16][cH:17]1.[CH3:30][N:31]([CH3:32])[CH:33]=[O:34].[CH3:44][CH2:45][O:46][C:47](=[O:48])[CH3:49].[H-:28].[Na+:29]>>[CH2:1]([CH2:2][CH2:3][CH3:4])[c:5]1[n:6][c:7]([CH3:27])[n:8]([CH2:36][c:37]2[c:38]([Cl:43])[cH:39][cH:40][cH:41][cH:42]2)[c:9](=[O:26])[c:10]1[CH2:11][c:12]1[cH:13][cH:14][c:15](-[c:18]2[c:19]([C:24]#[N:25])[cH:20][cH:21][cH:22][cH:23]2)[cH:16][cH:17]1. Reactants: O=C(OO)c1cccc(Cl)c1, ClCCl, CC(C)(Oc1ccc(C#N)cc1)C(O)Cc1cnccn1. The product is CC(C)(Oc1ccc(C#N)cc1)C(O)Cc1cncc[n+]1[O-]. RXN SMILES: [Cl:1][c:2]1[cH:3][cH:4][cH:5][c:6]([C:7]([O:8][OH:10])=[O:9])[cH:11]1.[Cl:33][CH2:34][Cl:35].[OH:12][CH:13]([C:14]([O:15][c:16]1[cH:17][cH:18][c:19]([C:20]#[N:21])[cH:22][cH:23]1)([CH3:24])[CH3:25])[CH2:26][c:27]1[n:28][cH:29][cH:30][n:31][cH:32]1>>[O-:9][n+:28]1[c:27]([CH2:26][CH:13]([OH:12])[C:14]([O:15][c:16]2[cH:17][cH:18][c:19]([C:20]#[N:21])[cH:22][cH:23]2)([CH3:24])[CH3:25])[cH:32][n:31][cH:30][cH:29]1. The reactants are CC(=O)O, CC(O)(CCO)c1ccc(-c2ccc(F)cc2F)cc1. The product is CC(CCO)c1ccc(-c2ccc(F)cc2F)cc1. As a reaction SMILES: [CH3:21][C:22](=[O:23])[OH:24].[F:1][c:2]1[c:3](-[c:9]2[cH:10][cH:11][c:12]([C:15]([CH2:16][CH2:17][OH:18])([CH3:19])[OH:20])[cH:13][cH:14]2)[cH:4][cH:5][c:6]([F:8])[cH:7]1>>[F:1][c:2]1[c:3](-[c:9]2[cH:10][cH:11][c:12]([CH:15]([CH2:16][CH2:17][OH:18])[CH3:19])[cH:13][cH:14]2)[cH:4][cH:5][c:6]([F:8])[cH:7]1. The reactants are COc1ncc(Br)cc1Br, O=C1CCN(CC23CC(c4ccccc42)c2ccccc23)CC1. Yields the product COc1ncc(Br)cc1C1(O)CCN(CC23CC(c4ccccc42)c2ccccc23)CC1. RXN SMILES: [Br:24][c:25]1[c:26]([O:32][CH3:33])[n:27][cH:28][c:29]([Br:31])[cH:30]1.[cH:1]1[cH:2][cH:3][cH:4][c:5]2[c:14]1[C:13]1([CH2:16][N:17]3[CH2:18][CH2:19][C:20](=[O:23])[CH2:21][CH2:22]3)[c:12]3[c:7]([cH:8][cH:9][cH:10][cH:11]3)[CH:6]2[CH2:15]1>>[cH:1]1[cH:2][cH:3][cH:4][c:5]2[c:14]1[C:13]1([CH2:16][N:17]3[CH2:18][CH2:19][C:20]([OH:23])([c:25]4[c:26]([O:32][CH3:33])[n:27][cH:28][c:29]([Br:31])[cH:30]4)[CH2:21][CH2:22]3)[c:12]3[c:7]([cH:8][cH:9][cH:10][cH:11]3)[CH:6]2[CH2:15]1. Reactants: Br, CCO, CCOC(=O)c1cn2c(ccc3ccc(Cl)cc32)n1, [Na+], [OH-]. The product is O=C([O-])c1cn2c(ccc3ccc(Cl)cc32)n1, [Na+]. As a reaction SMILES: [BrH:1].[CH3:23][CH2:24][OH:25].[Cl:2][c:3]1[cH:4][cH:5][c:6]2[cH:7][cH:8][c:9]3[n:10]([c:11]2[cH:12]1)[cH:13][c:14]([C:16](=[O:17])[O:18][CH2:19][CH3:20])[n:15]3.[Na+:22].[OH-:21]>>[Cl:2][c:3]1[cH:4][cH:5][c:6]2[cH:7][cH:8][c:9]3[n:10]([c:11]2[cH:12]1)[cH:13][c:14]([C:16](=[O:17])[O-:18])[n:15]3.[Na+:22]. Starting materials: OCCc1ccc2cc(Br)ccc2c1, COc1ncc(B(O)O)c(OC)n1, CC(C)O, O. Yields the product COc1ncc(-c2ccc3cc(CCO)ccc3c2)c(OC)n1. As a reaction SMILES: [Br:1][c:2]1[cH:3][c:4]2[cH:5][cH:6][c:7]([CH2:12][CH2:13][OH:14])[cH:8][c:9]2[cH:10][cH:11]1.[CH3:15][O:16][c:17]1[n:18][cH:19][c:20]([B:25]([OH:26])[OH:27])[c:21]([O:23][CH3:24])[n:22]1.[CH:28]([OH:29])([CH3:30])[CH3:31].[OH2:32]>>[c:2]1(-[c:20]2[cH:19][n:18][c:17]([O:16][CH3:15])[n:22][c:21]2[O:23][CH3:24])[cH:3][c:4]2[cH:5][cH:6][c:7]([CH2:12][CH2:13][OH:14])[cH:8][c:9]2[cH:10][cH:11]1. The reactants are O=C([O-])[O-], CCOC(=O)N1CCN(C(=O)C(CCC(=O)OC(C)(C)C)NC(=O)c2cc(O)n(-c3ccccc3)n2)CC1, CCOC(=O)C1(Br)CCC1, [Cs+], [Cs+], CN(C)C=O, O. Yields the product CCOC(=O)N1CCN(C(=O)C(CCC(=O)OC(C)(C)C)NC(=O)c2cc(OC3(C(=O)OCC)CCC3)n(-c3ccccc3)n2)CC1. As a reaction SMILES: [C:39](=[O:40])([O-:41])[O-:42].[CH2:1]([CH3:2])[O:3][C:4](=[O:5])[N:6]1[CH2:7][CH2:8][N:9]([C:12]([CH:13]([CH2:14][CH2:15][C:16](=[O:17])[O:18][C:19]([CH3:20])([CH3:21])[CH3:22])[NH:23][C:24](=[O:25])[c:26]2[n:27][n:28](-[c:32]3[cH:33][cH:34][cH:35][cH:36][cH:37]3)[c:29]([OH:31])[cH:30]2)=[O:38])[CH2:10][CH2:11]1.[CH2:45]([CH3:46])[O:47][C:48](=[O:49])[C:50]1([Br:54])[CH2:51][CH2:52][CH2:53]1.[Cs+:43].[Cs+:44].[O:55]=[CH:56][N:57]([CH3:58])[CH3:59].[OH2:60]>>[CH2:1]([CH3:2])[O:3][C:4](=[O:5])[N:6]1[CH2:7][CH2:8][N:9]([C:12]([CH:13]([CH2:14][CH2:15][C:16](=[O:17])[O:18][C:19]([CH3:20])([CH3:21])[CH3:22])[NH:23][C:24](=[O:25])[c:26]2[n:27][n:28](-[c:32]3[cH:33][cH:34][cH:35][cH:36][cH:37]3)[c:29]([O:31][C:50]3([C:48]([O:47][CH2:45][CH3:46])=[O:49])[CH2:51][CH2:52][CH2:53]3)[cH:30]2)=[O:38])[CH2:10][CH2:11]1.